From a dataset of the Open Reaction Database (ORD), a public repository of structured organic reaction records. describe an organic reaction: reactants, conditions, products, and yield Reactants: CC1(C=2C(=CC(=CC2C(CC1)(C)C)[Se]C#CC1=CC=C(C(=O)OC)C=C1)OCC1=CC=C(C=C1)C)C (methyl 4-[5,5,8,8-tetramethyl-4-(4-methylbenzyloxy)-5,6,7,8-tetrahydro-2-naphthylselanylethynyl]benzoate), [OH-].[Na+] (sodium hydroxide). The product is CC1(C=2C(=CC(=CC2C(CC1)(C)C)[Se]C#CC1=CC=C(C(=O)O)C=C1)OCC1=CC=C(C=C1)C)C (4-[5,5,8,8-tetramethyl-4-(4-methylbenzyloxy)-5,6,7,8-tetrahydro-2-naphthylselanylethynyl]benzoic acid). Reaction SMILES: [CH3:1][C:2]1([CH3:36])[CH2:11][CH2:10][C:9]([CH3:13])([CH3:12])[C:8]2[CH:7]=[C:6]([Se:14][C:15]#[C:16][C:17]3[CH:26]=[CH:25][C:20]([C:21]([O:23]C)=[O:22])=[CH:19][CH:18]=3)[CH:5]=[C:4]([O:27][CH2:28][C:29]3[CH:34]=[CH:33][C:32]([CH3:35])=[CH:31][CH:30]=3)[C:3]1=2.[OH-].[Na+]>>[CH3:1][C:2]1([CH3:36])[CH2:11][CH2:10][C:9]([CH3:12])([CH3:13])[C:8]2[CH:7]=[C:6]([Se:14][C:15]#[C:16][C:17]3[CH:26]=[CH:25][C:20]([C:21]([OH:23])=[O:22])=[CH:19][CH:18]=3)[CH:5]=[C:4]([O:27][CH2:28][C:29]3[CH:34]=[CH:33][C:32]([CH3:35])=[CH:31][CH:30]=3)[C:3]1=2 |f:1.2|. Procedure: In a manner similar to Example 1g, by reacting 650 mg (1.2 mmol) of methyl 4-[5,5,8,8-tetramethyl-4-(4-methylbenzyloxy)-5,6,7,8-tetrahydro-2-naphthylselanylethynyl]benzoate with 240 mg of sodium hydroxide. A yellow crystallized solid is obtained (m=580 mg; yield=91%; m.p.=254° C.). Run at time 30 minute. RXN SMILES: [H-].[H-].[H-].[H-].[Li+].[Al+3].[Na].[C:8]([O:14][CH2:15][C:16]1[CH:21]=[CH:20][CH:19]=[CH:18][CH:17]=1)(=[O:13])[CH2:9][C:10]([O-:12])=[O:11].[H-].[Na+].[C:24]1(=[O:30])[CH2:29][CH2:28][CH2:27][CH:26]=[CH:25]1.Cl>C1COCC1>[CH2:15]([O:14][C:8](=[O:13])[CH:9]([CH:26]1[CH2:27][CH2:28][CH2:29][C:24](=[O:30])[CH2:25]1)[C:10]([O:12][CH2:15][C:16]1[CH:21]=[CH:20][CH:19]=[CH:18][CH:17]=1)=[O:11])[C:16]1[CH:21]=[CH:20][CH:19]=[CH:18][CH:17]=1 |f:0.1.2.3.4.5,8.9,^1:6|. Isolated yield 141.7%. The product is acetone hexanes, C(C1=CC=CC=C1)OC(C(C(=O)OCC1=CC=CC=C1)C1CC(CCC1)=O)=O (2-(3-Oxo-cyclohexyl)-malonic Acid Dibenzyl Ester). Solvent: C1CCOC1 (THF), C1CCOC1 (THF), C1CCOC1 (THF). Procedure: To a solution of LiAlH4 (6 mL, 6 mmol) under N2 at 0° C. was added a solution of (S)-1,1′-binaphthol (3.43 g, 12 mmol) in THF (48 mL) and stirred for 30 min. The reaction was warmed to RT. To this was added a solution of sodium salt benzyl malonate in THF which was prepared by reacting benzyl malonate (14.99 mL, 60 mmol), NaH (60% by wt., 0.216 g, 5.4 mmol), and THF (60 mL) until all bubbling ceased. Next, cyclohexenone (5.82 mL, 60 mmol) and dibenzlmalonate (1.35 mL, 5.4 mmol) were added and th... Reactants: [H-].[H-].[H-].[H-].[Li+].[Al+3] (LiAlH4), (S)-1,1′-binaphthol, C(CC(=O)[O-])(=O)OCC1=CC=CC=C1 (benzyl malonate), C1(C=CCCC1)=O (cyclohexenone), Cl (HCl), [Na] (sodium), [H-].[Na+] (NaH). Starting materials: O=[O+][O-] (ozone), CO (methanol), C(C)(C)OC1=CCC=CC1 (1-isopropoxy-1,4-cyclohexadiene). Run at temperature -78 celsius, time 80 minute. Product: OCC\C=C/CC(=O)OC(C)C (Isopropyl cis-6-hydroxy-3-hexenoate). As a reaction SMILES: [CH:1]([O:4][C:5]1C[CH:9]=[CH:8][CH2:7][CH:6]=1)([CH3:3])[CH3:2].[O:11]=[O+][O-].[CH3:14][OH:15]>>[OH:15][CH2:14][CH2:9]/[CH:8]=[CH:7]\[CH2:6][C:5]([O:4][CH:1]([CH3:3])[CH3:2])=[O:11]. Reported procedure: A mixture of 3.60 g. (26 mm.) of 1-isopropoxy-1,4-cyclohexadiene and 100 ml. of absolute methanol was treated with ozone (1.25 g., 26 mm.) at -78°C. The resulting mixture was flushed with nitrogen. The mixture was allowed to come to 0°C. and 2.42 g. (39 mm.) of dimethyl sulfide were added and the mixture stirred at this temperature for 80 minutes. After cooling to -78°C, a suspension of 1.47 g. (39 mm.) of sodium borohydride in 20 ml. of absolute ethanol was added dropwise. The resulting mixture... Reactants: CC(=O)OC(C)=O, CN(C)c1ccncc1, O, COc1ccnc(CSc2nc3cscc3n2CO)c1, c1ccncc1. Product: COc1ccnc(CSc2nc3cscc3n2COC(C)=O)c1. As a reaction SMILES: [CH3:21][C:22](=[O:23])[O:24][C:25](=[O:26])[CH3:27].[CH3:35][N:36]([CH3:37])[c:38]1[cH:39][cH:40][n:41][cH:42][cH:43]1.[OH2:28].[OH:1][CH2:2][n:3]1[c:4]([S:11][CH2:12][c:13]2[cH:14][c:15]([O:19][CH3:20])[cH:16][cH:17][n:18]2)[n:5][c:6]2[c:7]1[cH:8][s:9][cH:10]2.[cH:29]1[cH:30][cH:31][n:32][cH:33][cH:34]1>>[O:1]([CH2:2][n:3]1[c:4]([S:11][CH2:12][c:13]2[cH:14][c:15]([O:19][CH3:20])[cH:16][cH:17][n:18]2)[n:5][c:6]2[c:7]1[cH:8][s:9][cH:10]2)[C:22]([CH3:21])=[O:23]. The reactants are C(C)OC(\C=C\C=C(C1=CC(=CC=C1)Cl)C1=CC(=CC=C1)Cl)=O ((E)-5,5-bis(3-chlorophenyl)-2,4-pentadienoic acid ethyl ester), [OH-].[Na+] (sodium hydroxide). The solvent is CO (methanol). The product is ClC=1C=C(C=CC1)C(=C/C=C/C(=O)O)C1=CC(=CC=C1)Cl ((E)-5,5-bis(3-chlorophenyl)-2,4-pentadienoic acid). Isolated yield 92.7%. Reaction SMILES: C([O:3][C:4](=[O:23])/[CH:5]=[CH:6]/[CH:7]=[C:8]([C:16]1[CH:21]=[CH:20][CH:19]=[C:18]([Cl:22])[CH:17]=1)[C:9]1[CH:14]=[CH:13][CH:12]=[C:11]([Cl:15])[CH:10]=1)C.[OH-].[Na+]>CO>[Cl:15][C:11]1[CH:10]=[C:9]([C:8]([C:16]2[CH:21]=[CH:20][CH:19]=[C:18]([Cl:22])[CH:17]=2)=[CH:7]/[CH:6]=[CH:5]/[C:4]([OH:23])=[O:3])[CH:14]=[CH:13][CH:12]=1 |f:1.2|. Reported procedure: (E)-5,5-bis(3-chlorophenyl)-2,4-pentadienoic acid ethyl ester (10.5 g) in methanol (30 mL) was treated with 2N sodium hydroxide solution (20 mL) and the mixture was heated at reflux for 15 minutes. The crude solid, obtained from the usual work up, was crystallized from dichloromethane-hexane to furnish 8.95 g of (E)-5,5-bis(3-chlorophenyl)-2,4-pentadienoic acid, mp 167°-168° C. Recrystallization from ether-hexane gave the analytical specimen, mp 167°-168° C. Anal. Calculated for C17H12Cl2O2 : C,... The reactants are S(=O)(Cl)Cl (thionyl chloride), FC(C(=O)[O-])(C=1C=C2C=CC=NC2=CC1)F.[Na+] (sodium difluoro(quinolin-6-yl)acetate), N1C=NC=C1 (1H-imidazole), CN1N=CC(=C1)C1=CC=C(N=N1)NNC(=O)OC(C)(C)C (tert-butyl 2-[6-(1-methyl-1H-pyrazol-4-yl)pyridazin-3-yl]hydrazinecarboxylate). Solvent: C(C)#N (acetonitrile). Conditions: time 2 hour. Yields the product FC(C(=O)N\1N=C(C=C/C1=N\NC(=O)OC(C)(C)C)C=1C=NN(C1)C)(C=1C=C2C=CC=NC2=CC1)F (tert-butyl (2E)-2-{2-[difluoro(quinolin-6-yl)acetyl]-6-(1-methyl-1H-pyrazol-4-yl)pyridazin-3(2H)-ylidene}hydrazinecarboxylate). Reaction SMILES: [F:1][C:2]([F:16])([C:6]1[CH:7]=[C:8]2[C:13](=[CH:14][CH:15]=1)[N:12]=[CH:11][CH:10]=[CH:9]2)[C:3]([O-:5])=O.[Na+].[CH3:18][N:19]1[CH:23]=[C:22]([C:24]2[N:29]=[N:28][C:27]([NH:30][NH:31][C:32]([O:34][C:35]([CH3:38])([CH3:37])[CH3:36])=[O:33])=[CH:26][CH:25]=2)[CH:21]=[N:20]1.N1C=CN=C1.S(Cl)(Cl)=O>C(#N)C>[F:16][C:2]([F:1])([C:6]1[CH:7]=[C:8]2[C:13](=[CH:14][CH:15]=1)[N:12]=[CH:11][CH:10]=[CH:9]2)[C:3]([N:28]1[N:29]=[C:24]([C:22]2[CH:21]=[N:20][N:19]([CH3:18])[CH:23]=2)[CH:25]=[CH:26]/[C:27]/1=[N:30]\[NH:31][C:32]([O:34][C:35]([CH3:38])([CH3:37])[CH3:36])=[O:33])=[O:5] |f:0.1|. Procedure: 900 mg (3.67 mmol) of sodium difluoro(quinolin-6-yl)acetate was dissolved in acetonitrile (27 mL). 1.17 g (4.04 mmol) of tert-butyl 2-[6-(1-methyl-1H-pyrazol-4-yl)pyridazin-3-yl]hydrazinecarboxylate was added and 300 mg (4.41 mmol) of 1H-imidazole was added at once. 0.561 mL (7.71 mmol) of thionyl chloride was added over 5 minutes at room temperature. The mixture was stirred for 2 hours at room temperature, giving tert-butyl (2E)-2-{2-[difluoro(quinolin-6-yl)acetyl]-6-(1-methyl-1H-pyrazol-4-yl)p...